This data is from the Open Reaction Database (ORD), a public repository of structured organic reaction records. The task is: describe an organic reaction: reactants, conditions, products, and yield Reactants: C1OC=2C=C(C=CC2O1)C1C(=C(C2=CC=CC=C12)C1=CC=CC=C1)C(=O)OCC (ethyl(RS)-1-(3,4-methylenedioxyphenyl)-3-phenylindene-2-carboxylate). Reagents/catalysts: [Pd] (palladium on activated carbon), [Pd] (palladium on activated carbon). Solvent: CCO (EtOH). Run at time 8 hour. Product: C1OC=2C=C(C=CC2O1)C1C(C(C2=CC=CC=C12)C1=CC=CC=C1)C(=O)OCC (Ethyl(1RS,2SR,3SR)-1-(3,4-Methylenedioxyphenyl)-3-phenylindane-2-carboxylate). Isolated yield 64.7%. RXN SMILES: [CH2:1]1[O:9][C:8]2[CH:7]=[CH:6][C:5]([CH:10]3[C:18]4[C:13](=[CH:14][CH:15]=[CH:16][CH:17]=4)[C:12]([C:19]4[CH:24]=[CH:23][CH:22]=[CH:21][CH:20]=4)=[C:11]3[C:25]([O:27][CH2:28][CH3:29])=[O:26])=[CH:4][C:3]=2[O:2]1>CCO.[Pd]>[CH2:1]1[O:9][C:8]2[CH:7]=[CH:6][C:5]([CH:10]3[C:18]4[C:13](=[CH:14][CH:15]=[CH:16][CH:17]=4)[CH:12]([C:19]4[CH:20]=[CH:21][CH:22]=[CH:23][CH:24]=4)[CH:11]3[C:25]([O:27][CH2:28][CH3:29])=[O:26])=[CH:4][C:3]=2[O:2]1. Procedure details: To a solution of ethyl(RS)-1-(3,4-methylenedioxyphenyl)-3-phenylindene-2-carboxylate (1.00 g, 2.60 mmol) in EtOH (25 ml) was added 10% palladium on activated carbon (30 mg). The resulting suspension was stirred under an atmosphere of H2 overnight. Thin layer chromatographic analysis indicated that the reaction was incomplete, so additional 10% palladium on activated carbon (30 mg) was added, and the mixture was shaken on a Parr hydrogenator at 30 psi H2 for 2 d. At this time, thin layer chromato... Reactants: C(N)(=O)C1=NC=CC(=C1)OC1=C(C=C(C=C1)NC(CC(=O)OCC)=O)F (Ethyl 3-(4-(2-carbamoylpyridin-4-yloxy)-3-fluorophenylamino)-3-oxopropanoate), CN(C)C=O (DMF). Yields the product NC1=NC=CC(=C1)OC1=C(C=C(C=C1)NC(CC(=O)OCC)=O)F (ethyl 3-(4-(2-aminopyridin-4-yloxy)-3-fluorophenylamino)-3-oxopropanoate). Isolated yield 86.0%. As a reaction SMILES: C([C:4]1[CH:9]=[C:8]([O:10][C:11]2[CH:16]=[CH:15][C:14]([NH:17][C:18](=[O:25])[CH2:19][C:20]([O:22][CH2:23][CH3:24])=[O:21])=[CH:13][C:12]=2[F:26])[CH:7]=[CH:6][N:5]=1)(=O)N.C[N:28](C=O)C>>[NH2:28][C:4]1[CH:9]=[C:8]([O:10][C:11]2[CH:16]=[CH:15][C:14]([NH:17][C:18](=[O:25])[CH2:19][C:20]([O:22][CH2:23][CH3:24])=[O:21])=[CH:13][C:12]=2[F:26])[CH:7]=[CH:6][N:5]=1. Procedure: Prepared in a manner similar to that which is described in Step A of Example 91. Ethyl 3-(4-(2-carbamoylpyridin-4-yloxy)-3-fluorophenylamino)-3-oxopropanoate (900 mg, 2.5 mmol) in DMF (10.0 mL) was converted to ethyl 3-(4-(2-aminopyridin-4-yloxy)-3-fluorophenylamino)-3-oxopropanoate (710 mg, 86% yield). MS (ESI+) m/z 334.26 (M+H)+. Starting materials: C(C)(=O)O[C@H]1[C@H](OC=2C=NC=C(C2)Br)SC[C@H]([C@@H]1OC(C)=O)OC(C)=O (5-bromo-3-pyridinyl 2,3,4-tri-O-acetyl-5-thio-β-D-xylo-pyranoside), FC(OC1=CC=C(C=C1)B(O)O)(F)F (4-(trifluoromethoxy)phenylboronic acid), [F-].[Cs+] (cesium fluoride). Reagents/catalysts: C=1C=CC(=CC1)[P](C=2C=CC=CC2)(C=3C=CC=CC3)[Pd]([P](C=4C=CC=CC4)(C=5C=CC=CC5)C=6C=CC=CC6)([P](C=7C=CC=CC7)(C=8C=CC=CC8)C=9C=CC=CC9)[P](C=1C=CC=CC1)(C=1C=CC=CC1)C=1C=CC=CC1 (tetrakis(triphenylphosphine)palladium). Solvent: COCCOC (DME), CO (methanol). Reaction conditions: temperature 110 celsius. Yields the product O([C@H]1[C@H](O)[C@@H](O)[C@H](O)CS1)C=1C=NC=C(C1)C1=CC=C(C=C1)OC(F)(F)F (5-(4-trifluoromethoxyphenyl)-3-pyridinyl 5-thio-β-D-xylopyranoside). Yield: 68.0%. As a reaction SMILES: C([O:4][C@@H:5]1[C@@H:18]([O:19]C(=O)C)[C@H:17]([O:23]C(=O)C)[CH2:16][S:15][C@H:6]1[O:7][C:8]1[CH:9]=[N:10][CH:11]=[C:12](Br)[CH:13]=1)(=O)C.[F:27][C:28]([F:40])([F:39])[O:29][C:30]1[CH:35]=[CH:34][C:33](B(O)O)=[CH:32][CH:31]=1.[F-].[Cs+]>C1C=CC([P]([Pd]([P](C2C=CC=CC=2)(C2C=CC=CC=2)C2C=CC=CC=2)([P](C2C=CC=CC=2)(C2C=CC=CC=2)C2C=CC=CC=2)[P](C2C=CC=CC=2)(C2C=CC=CC=2)C2C=CC=CC=2)(C2C=CC=CC=2)C2C=CC=CC=2)=CC=1.COCCOC.CO>[O:7]([C:8]1[CH:9]=[N:10][CH:11]=[C:12]([C:33]2[CH:32]=[CH:31][C:30]([O:29][C:28]([F:27])([F:39])[F:40])=[CH:35][CH:34]=2)[CH:13]=1)[C@@H:6]1[S:15][CH2:16][C@@H:17]([OH:23])[C@H:18]([OH:19])[C@H:5]1[OH:4] |f:2.3,^1:46,48,67,86|. Procedure details: 0.5 g (1.11 mM) of 5-bromo-3-pyridinyl 2,3,4-tri-O-acetyl-5-thio-β-D-xylo-pyranoside, 0.275 g (1.33 mM) of 4-(trifluoromethoxy)phenylboronic acid, 0.373 g (2.45 mM) of cesium fluoride and 0.24 g of tetrakis(triphenylphosphine)palladium catalyst grafted onto polystyrene resin are mixed in 3.5 ml of DME and 5 ml of methanol. The reaction mixture is heated at 110° C. for 20 minutes by microwaves. It is filtered and then concentrated under reduced pressure. The crude product is purified by chromatog... Reactants: C(C)OC(=O)C=1C(=NC=NC1)NC1=C(C=CC=C1)NC(C)C (5-ethoxycarbonyl-4-(2-isopropylaminoanilino)pyrimidine), [OH-].[Na+] (sodium hydroxide), C1(=CC=CC=C1)P(C1=CC=CC=C1)C1=CC=CC=C1 (triphenylphosphine), C(Cl)(Cl)(Cl)Cl (carbon tetrachloride). Run in O1CCOCC1 (dioxan). Run at temperature 80 celsius, time 5 hour. Yields the product C(C)(C)N1C(C2=C(NC3=C1C=CC=C3)N=CN=C2)=O (6-isopropyl-5,6-dihydropyrimido[4,5-b][1,5]benzodiazepin-5-one). As a reaction SMILES: C([O:3][C:4]([C:6]1[C:7]([NH:12][C:13]2[CH:18]=[CH:17][CH:16]=[CH:15][C:14]=2[NH:19][CH:20]([CH3:22])[CH3:21])=[N:8][CH:9]=[N:10][CH:11]=1)=O)C.[OH-].[Na+].C1(P(C2C=CC=CC=2)C2C=CC=CC=2)C=CC=CC=1.C(Cl)(Cl)(Cl)Cl>O1CCOCC1>[CH:20]([N:19]1[C:14]2[CH:15]=[CH:16][CH:17]=[CH:18][C:13]=2[NH:12][C:7]2[N:8]=[CH:9][N:10]=[CH:11][C:6]=2[C:4]1=[O:3])([CH3:22])[CH3:21] |f:1.2|. Procedure details: 12.7 g (0.03 mol) of 5-ethoxycarbonyl-4-(2-isopropylaminoanilino)pyrimidine in 42.2 ml of a 0.1 N. aqueous sodium hydroxide solution are heated for 1 hour under reflux. The solvent is removed on a rotary evaporator and the crystalline residue is dried in vacuo at 60° C. 28.9 g (0.11 mol) of triphenylphosphine and 16.9 g (0.11 mol) of carbon tetrachloride are added to the dry product, dissolved in 150 ml of absolute dioxan, and the mixture is stirred for 5 hours at 80° C. The solvent is removed o... Reactants: CN(C)CCCl, CC(C)=O, Cl, [K+], [K+], O=[N+]([O-])c1ccc(C(F)(F)F)c(O)c1, O=C([O-])[O-], O. Product: CN(C)CCOc1cc([N+](=O)[O-])ccc1C(F)(F)F. Reaction SMILES: [CH3:16][N:17]([CH2:18][CH2:19][Cl:20])[CH3:21].[CH3:28][C:29](=[O:30])[CH3:31].[ClH:15].[K+:22].[K+:23].[N+:1](=[O:2])([O-:3])[c:4]1[cH:5][cH:6][c:7]([C:11]([F:12])([F:13])[F:14])[c:8]([OH:10])[cH:9]1.[O-:24][C:25]([O-:26])=[O:27].[OH2:32]>>[N+:1](=[O:2])([O-:3])[c:4]1[cH:5][cH:6][c:7]([C:11]([F:12])([F:13])[F:14])[c:8]([O:10][CH2:19][CH2:18][N:17]([CH3:16])[CH3:21])[cH:9]1. Reactants: COC1=NC(=CC=C1C(C#CC1=CC=CC=C1)O)OC (1-(2,6-dimethoxy-pyridin-3-yl)-3-phenyl-prop-2-yn-1-ol), COC1=NC=CC(=C1OC)C=O (2,3-dimethoxy-pyridine-4-carbaldehyde). The product is COC1=NC=CC(=C1OC)C(C#CC1=CC=CC=C1)O (1-(2,3-Dimethoxy-pyridin-4-yl)-3-phenyl-prop-2-yn-1-ol). Yield: 86.0%. RXN SMILES: [CH3:1][O:2][C:3]1[C:8]([CH:9]([OH:18])[C:10]#[C:11][C:12]2[CH:17]=[CH:16][CH:15]=[CH:14][CH:13]=2)=[CH:7][CH:6]=C(OC)N=1.[CH3:21][O:22][C:23]1C(OC)=C(C=O)C=C[N:24]=1>>[CH3:21][O:22][C:23]1[C:3]([O:2][CH3:1])=[C:8]([CH:9]([OH:18])[C:10]#[C:11][C:12]2[CH:13]=[CH:14][CH:15]=[CH:16][CH:17]=2)[CH:7]=[CH:6][N:24]=1. Procedure: Following the procedure used to prepare 1-(2,6-dimethoxy-pyridin-3-yl)-3-phenyl-prop-2-yn-1-ol, 2,3-dimethoxy-pyridine-4-carbaldehyde was reacted to give the title compound (1.08 g, 86%) as a white solid. LCMS (Method A): RT=4.11 min, [M+H]+=270.